Dataset: the Open Reaction Database (ORD), a public repository of structured organic reaction records. Task: describe an organic reaction: reactants, conditions, products, and yield Starting materials: COc1cc(N)cc(OC)c1, Cc1ccccc1, CCOCC, O=S(=O)(Nc1nc2ccccc2nc1Cl)c1ccc(Cl)nc1. Yields the product COc1cc(Nc2nc3ccccc3nc2NS(=O)(=O)c2ccc(Cl)nc2)cc(OC)c1. Reaction SMILES: [CH3:23][O:24][c:25]1[cH:26][c:27]([NH2:28])[cH:29][c:30]([O:32][CH3:33])[cH:31]1.[CH3:34][c:35]1[cH:36][cH:37][cH:38][cH:39][cH:40]1.[CH3:41][CH2:42][O:43][CH2:44][CH3:45].[Cl:1][c:2]1[cH:3][cH:4][c:5]([S:8](=[O:9])(=[O:10])[NH:11][c:12]2[n:13][c:14]3[cH:15][cH:16][cH:17][cH:18][c:19]3[n:20][c:21]2[Cl:22])[cH:6][n:7]1>>[Cl:1][c:2]1[cH:3][cH:4][c:5]([S:8](=[O:9])(=[O:10])[NH:11][c:12]2[n:13][c:14]3[cH:15][cH:16][cH:17][cH:18][c:19]3[n:20][c:21]2[NH:28][c:27]2[cH:26][c:25]([O:24][CH3:23])[cH:31][c:30]([O:32][CH3:33])[cH:29]2)[cH:6][n:7]1.